This data is from the Open Reaction Database (ORD), a public repository of structured organic reaction records. The task is: describe an organic reaction: reactants, conditions, products, and yield Reactants: CCN(CC)CCn1nc2c3ccc(O)cc3oc3c([N+](=O)[O-])ccc1c32, CN(C)C=O, [OH-], [OH-], [Pd+2]. The product is CCN(CC)CCn1nc2c3ccc(O)cc3oc3c(N)ccc1c32. RXN SMILES: [N+:1]([O-:2])(=[O:3])[c:4]1[c:5]2[c:6]3[c:7]([n:8][n:9]([CH2:13][CH2:14][N:15]([CH2:16][CH3:17])[CH2:18][CH3:19])[c:10]3[cH:11][cH:12]1)[c:20]1[c:21]([o:22]2)[cH:23][c:24]([OH:27])[cH:25][cH:26]1.[O:28]=[CH:29][N:30]([CH3:31])[CH3:32].[OH-:33].[OH-:35].[Pd+2:34]>>[NH2:1][c:4]1[c:5]2[c:6]3[c:7]([n:8][n:9]([CH2:13][CH2:14][N:15]([CH2:16][CH3:17])[CH2:18][CH3:19])[c:10]3[cH:11][cH:12]1)[c:20]1[c:21]([o:22]2)[cH:23][c:24]([OH:27])[cH:25][cH:26]1. The reactants are Cl[Si](C)(C)Cl (dichlorodimethylsilane), O (water), ClS(=O)(=O)C1=CC=C(OC(C(=O)OCC)(C)C)C=C1 (ethyl 2-[4-(chlorosulfonyl)phenoxy]-2-methylpropanoate), Cl[Si](C)(C)Cl (dichlorodimethylsilane), S(=O)(=O)(Cl)Cl (sulfonylchloride), OCC1=C(N=C(S1)C1=CC=C(C=C1)C(F)(F)F)CO ({5-Hydroxymethyl-2-[4-(trifluoromethyl)phenyl]-1,3-thiazol-4-yl}methanol). The reagents and catalysts are [Zn] (zinc). Solvent: C(C)(=O)OC(C)C (isopropyl acetate), COCCOC (DME), C(C)(=O)OC(C)C (isopropyl acetate). Conditions: temperature 60 celsius, time 4 hour. Yields the product OCC=1N=C(SC1CSC1=CC=C(OC(C(=O)OCC)(C)C)C=C1)C1=CC=C(C=C1)C(F)(F)F (Ethyl 2-{4-[({4-(hydroxymethyl)-2-[4-(trifluoromethyl)phenyl]-1,3-thiazol-5-yl}methyl)-sulfanyl]phenoxy}-2-methylpropanoate). Reaction SMILES: O.Cl[S:3]([C:6]1[CH:20]=[CH:19][C:9]([O:10][C:11]([CH3:18])([CH3:17])[C:12]([O:14][CH2:15][CH3:16])=[O:13])=[CH:8][CH:7]=1)(=O)=O.Cl[Si](Cl)(C)C.S(Cl)(Cl)(=O)=O.O[CH2:32][C:33]1[S:37][C:36]([C:38]2[CH:43]=[CH:42][C:41]([C:44]([F:47])([F:46])[F:45])=[CH:40][CH:39]=2)=[N:35][C:34]=1[CH2:48][OH:49]>C(OC(C)C)(=O)C.[Zn].COCCOC>[OH:49][CH2:48][C:34]1[N:35]=[C:36]([C:38]2[CH:39]=[CH:40][C:41]([C:44]([F:47])([F:46])[F:45])=[CH:42][CH:43]=2)[S:37][C:33]=1[CH2:32][S:3][C:6]1[CH:20]=[CH:19][C:9]([O:10][C:11]([CH3:18])([CH3:17])[C:12]([O:14][CH2:15][CH3:16])=[O:13])=[CH:8][CH:7]=1. Reported procedure: To a stirred suspension of zinc dust (0.75 wt, 3.5 eq) in isopropyl acetate (5 vols), add a solution of DME (0.5 vol) and water (0.5 eq). Heat the resulting solution from room temperature to 40° C. Treat the reaction mixture with a solution of ethyl 2-[4-(chlorosulfonyl)phenoxy]-2-methylpropanoate (1.0 wt, 1.0 eq) and dichlorodimethylsilane (0.32 wt, 0.75 eq) in isopropyl acetate (3 vols) over a period of 2 h as this addition is mildly exothermic. After the addition is complete, increase the pro... The reactants are BrCCCCCCCBr, COC(=O)CC(=O)OC(C)(C)C, CN(C)C=O, [H-], [Na+]. The product is COC(=O)C(CCCCCCCBr)C(=O)OC(C)(C)C. RXN SMILES: [Br:15][CH2:16][CH2:17][CH2:18][CH2:19][CH2:20][CH2:21][CH2:22][Br:23].[C:3]([CH2:4][C:5](=[O:6])[O:7][CH3:8])(=[O:9])[O:10][C:11]([CH3:12])([CH3:13])[CH3:14].[CH3:24][N:25]([CH3:26])[CH:27]=[O:28].[H-:1].[Na+:2]>>[C:3]([CH:4]([C:5](=[O:6])[O:7][CH3:8])[CH2:22][CH2:21][CH2:20][CH2:19][CH2:18][CH2:17][CH2:16][Br:15])(=[O:9])[O:10][C:11]([CH3:12])([CH3:13])[CH3:14]. Reactants: O (water), C(C1=CC=CC=C1)OC([C@H]1N(CCC1)C(CCC1=CC=CC=C1)=O)=O (N-(3-phenylpropionyl)-L-proline benzyl ester). Reagents/catalysts: [Pd] (Pd-C). The solvent is CO (methanol). Conditions: time 2.5 hour. Product: C1(=CC=CC=C1)CCC(=O)N1[C@H](C(=O)O)CCC1 (N-(3-phenylpropionyl)-L-proline). Yield: 100.9%. RXN SMILES: O.C([O:9][C:10](=[O:26])[C@@H:11]1[CH2:15][CH2:14][CH2:13][N:12]1[C:16](=[O:25])[CH2:17][CH2:18][C:19]1[CH:24]=[CH:23][CH:22]=[CH:21][CH:20]=1)C1C=CC=CC=1>[Pd].CO>[C:19]1([CH2:18][CH2:17][C:16]([N:12]2[CH2:13][CH2:14][CH2:15][C@H:11]2[C:10]([OH:26])=[O:9])=[O:25])[CH:20]=[CH:21][CH:22]=[CH:23][CH:24]=1. Reported procedure: 10% Pd-C (3.00 g) was added to a 1% water-containing methanol solution (200 ml) of N-(3-phenylpropionyl)-L-proline benzyl ester (25.59 g), and the mixture was stirred under a hydrogen atmosphere at room temperature for 2.5 hours. After the catalyst was filtered off, the filtrate was concentrated to obtain 18.93 g of N-(3-phenylpropionyl)-L-proline. Starting materials: Cl.C1(CC1)COC1=C(C=C(C=C1)C)C=1C2=C(N=CN1)C(=C(N2)C)C(=O)NC2CCNCC2 (4-[2-(cyclopropylmethoxy)-5-methylphenyl]-6-methyl-N-(piperidin-4-yl)-5H-pyrrolo[3,2-d]pyrimidine-7-carboxamide hydrochloride), C(C)(=O)Cl (acetyl chloride). Product: C(C)(=O)N1CCC(CC1)NC(=O)C1=C(NC2=C1N=CN=C2C2=C(C=CC(=C2)C)OCC2CC2)C (N-(1-Acetylpiperidin-4-yl)-4-[2-(cyclopropylmethoxy)-5-methylphenyl]-6-methyl-5H-pyrrolo[3,2-d]pyrimidine-7-carboxamide). Reaction SMILES: Cl.[CH:2]1([CH2:5][O:6][C:7]2[CH:12]=[CH:11][C:10]([CH3:13])=[CH:9][C:8]=2[C:14]2[C:15]3[NH:22][C:21]([CH3:23])=[C:20]([C:24]([NH:26][CH:27]4[CH2:32][CH2:31][NH:30][CH2:29][CH2:28]4)=[O:25])[C:16]=3[N:17]=[CH:18][N:19]=2)[CH2:4][CH2:3]1.[C:33](Cl)(=[O:35])[CH3:34]>>[C:33]([N:30]1[CH2:29][CH2:28][CH:27]([NH:26][C:24]([C:20]2[C:16]3[N:17]=[CH:18][N:19]=[C:14]([C:8]4[CH:9]=[C:10]([CH3:13])[CH:11]=[CH:12][C:7]=4[O:6][CH2:5][CH:2]4[CH2:4][CH2:3]4)[C:15]=3[NH:22][C:21]=2[CH3:23])=[O:25])[CH2:32][CH2:31]1)(=[O:35])[CH3:34] |f:0.1|. Reported procedure: Starting from 4-[2-(cyclopropylmethoxy)-5-methylphenyl]-6-methyl-N-(piperidin-4-yl)-5H-pyrrolo[3,2-d]pyrimidine-7-carboxamide hydrochloride (example D.f28) and commercially available acetyl chloride the title compound is obtained as colorless solid. Starting materials: O(C1=CC=CC=C1)C=1C=C(CO)C=CC1 (m-phenoxybenzyl alcohol), N1=CC=CC=C1 (pyridine), C(Cl)Cl (methylene chloride), C(Cl)Cl (methylene chloride), CC(C(C(=O)Cl)C1=CC=C(C=C1)OC(C(F)F)(F)F)C (3-methyl-2-[p-(1,1,2,2-tetrafluoroethoxy)phenyl]butyryl chloride). The solvent is CCOCC (ether). Reaction conditions: time 66 hour. Yields the product C(C)(C)C(C(=O)OCC1=CC(=CC=C1)OC1=CC=CC=C1)C1=CC=C(C=C1)OC(C(F)F)(F)F (m-Phenoxybenzyl α-isopropyl-4-(1,1,2,2-tetrafluoroethoxy)phenylacetate). Reaction SMILES: [O:1]([C:8]1[CH:9]=[C:10]([CH:13]=[CH:14][CH:15]=1)[CH2:11][OH:12])[C:2]1[CH:7]=[CH:6][CH:5]=[CH:4][CH:3]=1.N1C=CC=CC=1.C(Cl)Cl.[CH3:25][CH:26]([CH3:44])[CH:27]([C:31]1[CH:36]=[CH:35][C:34]([O:37][C:38]([F:43])([F:42])[CH:39]([F:41])[F:40])=[CH:33][CH:32]=1)[C:28](Cl)=[O:29]>CCOCC>[CH:26]([CH:27]([C:31]1[CH:36]=[CH:35][C:34]([O:37][C:38]([F:42])([F:43])[CH:39]([F:40])[F:41])=[CH:33][CH:32]=1)[C:28]([O:12][CH2:11][C:10]1[CH:13]=[CH:14][CH:15]=[C:8]([O:1][C:2]2[CH:3]=[CH:4][CH:5]=[CH:6][CH:7]=2)[CH:9]=1)=[O:29])([CH3:44])[CH3:25]. Procedure details: To a stirred mixture of 6.81 g (0.0340 mol) of m-phenoxybenzyl alcohol, 3.0 ml (2.95 g, 0.0372 mol) of dried pyridine, and 20 ml of methylene chloride is added over a period of 20 minutes a 20 ml methylene chloride solution of 10.6 g (0.034 mol) of 3-methyl-2-[p-(1,1,2,2-tetrafluoroethoxy)phenyl]butyryl chloride. The reaction mixture is stirred at room temperature for 66 hours and then diluted with 200 ml of ether. The ether solution is washed with 200 ml of 20% hydrochloric acid and 200 ml of w... The reactants are BrC1=C(SC=C1)C=O (3-bromo-2-thiophenecarboxaldehyde), C[S-].[Na+] (sodium thiomethoxide), C(C)(=O)OCC (Ethyl acetate). The solvent is CN(C=O)C (N,N-dimethylformamide). Conditions: time 3 hour. Product: CSC1=C(SC=C1)C=O (3-Methylthio-2-thiophenecarboxaldehyde). Yield: 91.4%. Reaction SMILES: Br[C:2]1[CH:6]=[CH:5][S:4][C:3]=1[CH:7]=[O:8].[CH3:9][S-:10].[Na+].C(OCC)(=O)C>CN(C)C=O>[CH3:9][S:10][C:2]1[CH:6]=[CH:5][S:4][C:3]=1[CH:7]=[O:8] |f:1.2|. Reported procedure: 4.44 g of 3-bromo-2-thiophenecarboxaldehyde and 1.63 g of sodium thiomethoxide were dissolved in 20 ml of N,N-dimethylformamide, and the mixture was stirred for 3 hours under ice-cooling. Ethyl acetate was added to the reaction solution. The mixture was washed with water and brine, and then dried over anhydrous magnesium sulfate. The solvent was evaporated, and the resulting crude product was purified by silica gel column chromatography (ethyl acetate:hexane=1:9), to give 3.36 g of the title com...